Dataset: the Open Reaction Database (ORD), a public repository of structured organic reaction records. Task: describe an organic reaction: reactants, conditions, products, and yield Reactants: OCC1=CC(=CS1)C(=O)OC (methyl 5-(hydroxymethyl)-3-thiophenecarboxylate), C[O-].[Na+] (sodium methoxide), CNC (dimethylamine). The solvent is CO (methanol). Run at time 24 hour. Product: OCC1=CC(=CS1)C(=O)N(C)C (5-(Hydroxymethyl)-N,N-dimethyl-3-thiophenecarboxamide). RXN SMILES: [OH:1][CH2:2][C:3]1[S:7][CH:6]=[C:5]([C:8]([O:10]C)=O)[CH:4]=1.C[O-].[Na+].[CH3:15][NH:16][CH3:17]>CO>[OH:1][CH2:2][C:3]1[S:7][CH:6]=[C:5]([C:8]([N:16]([CH3:17])[CH3:15])=[O:10])[CH:4]=1 |f:1.2|. Procedure: A mixture of methyl 5-(hydroxymethyl)-3-thiophenecarboxylate (3 g), sodium methoxide (0.2 g) and excess anhydrous dimethylamine in dry methanol (20 ml) was stirred for 24 h at ambient temperature. The solvent was removed in vacuo, water was added and the product was extracted with ethyl acetate. The organic extract was evaporated to leave an oily residue which was chromatographed on silica with ethyl acetate-light petroleum 40°-60°; (1:1) to give the title compound (1.3 g). I.R. (CHBr3) OH 3,595... Reactants: O (Water), C(C)(=O)[O-].[Na+] (Sodium acetate), [N-]=[N+]=[N-].[Na+] (sodium azide), CC(C)(C)OC(=O)N[C@H]1COCC[C@@H]1OS(=O)(=O)C (1,5-anhydro-2,4-dideoxy-2-({[(1,1-dimethylethyl)oxy]carbonyl}amino)-3-O-(methylsulfonyl)-L-threo-pentitol). Solvent: CN(C)C=O (DMF), C(C)(=O)OCC (ethyl acetate). Reaction conditions: temperature 95 celsius. The product is N(=[N+]=[N-])[C@H]1[C@H](COCC1)NC(OC(C)(C)C)=O (1,1-dimethylethyl [(3R,4R)-4-azidotetrahydro-2H-pyran-3-yl]carbamate). Yield: 80.4%. As a reaction SMILES: C([O-])(=O)C.[Na+].[N-:6]=[N+:7]=[N-:8].[Na+].[CH3:10][C:11]([O:14][C:15]([NH:17][C@@H:18]1[C@@H:23](OS(C)(=O)=O)[CH2:22][CH2:21][O:20][CH2:19]1)=[O:16])([CH3:13])[CH3:12].O>CN(C=O)C.C(OCC)(=O)C>[N:6]([C@@H:23]1[CH2:22][CH2:21][O:20][CH2:19][C@@H:18]1[NH:17][C:15](=[O:16])[O:14][C:11]([CH3:12])([CH3:10])[CH3:13])=[N+:7]=[N-:8] |f:0.1,2.3|. Procedure details: Sodium acetate (129 g), sodium azide (102 g) and 1,5-anhydro-2,4-dideoxy-2-({[(1,1-dimethylethyl)oxy]carbonyl}amino)-3-O-(methylsulfonyl)-L-threo-pentitol (232 g) were mixed in DMF (1 l) and stirred and heated at 95° C. for 6 h. Water (2 l) was added and the mixture thoroughly mixed, ethyl acetate 1.5 l) was added and the mixture stirred for 5 min. The phases were separated, the aqueous extracted with ethyl acetate (1 l), the combined organics washed with water (2×2 l), dried and reduced to dryn... The reactants are CCOC(=O)CCCCCn1ccnc1, CC(C)C[Al+]CC(C)C, CO, Cc1ccccc1, [H-], O. The product is O=CCCCCCn1ccnc1. As a reaction SMILES: [CH2:11]([O:13][C:14](=[O:12])[CH2:16][CH2:17][CH2:18][CH2:19][CH2:20][n:21]1[cH:22][n:23][cH:24][cH:25]1)[CH3:15].[CH2:2]([Al+:3][CH2:4][CH:5]([CH3:6])[CH3:7])[CH:8]([CH3:9])[CH3:10].[CH3:26][OH:27].[CH3:29][c:30]1[cH:31][cH:32][cH:33][cH:34][cH:35]1.[H-:1].[OH2:28]>>[O:13]=[CH:14][CH2:16][CH2:17][CH2:18][CH2:19][CH2:20][n:21]1[cH:22][n:23][cH:24][cH:25]1. Reactants: C(C1=CC=CC=C1)OC1=C(C(=NC2=CC=CC=C12)COC1=NC=CC(=C1)OCCC(C)(O)C)C (4-[(2-{[4-(benzyloxy)-3-methylquinolin-2-yl]methoxy}pyridin-4-yl)oxy]-2-methyl butan-2-ol). Reagents/catalysts: [Pd] (palladium-activated carbon). Solvent: C(C)O.C1CCOC1 (ethanol THF). Conditions: time 1 hour. Product: OC(CCOC1=CC(=NC=C1)OCC=1NC2=CC=CC=C2C(C1C)=O)(C)C (2-({[4-(3-hydroxy-3-methylbutoxy)pyridin-2-yl]oxy}methyl)-3-methylquinolin-4(1H)-one). Isolated yield 73.3%. RXN SMILES: C([O:8][C:9]1[C:18]2[C:13](=[CH:14][CH:15]=[CH:16][CH:17]=2)[N:12]=[C:11]([CH2:19][O:20][C:21]2[CH:26]=[C:25]([O:27][CH2:28][CH2:29][C:30]([CH3:33])([OH:32])[CH3:31])[CH:24]=[CH:23][N:22]=2)[C:10]=1[CH3:34])C1C=CC=CC=1>C(O)C.C1COCC1.[Pd]>[OH:32][C:30]([CH3:33])([CH3:31])[CH2:29][CH2:28][O:27][C:25]1[CH:24]=[CH:23][N:22]=[C:21]([O:20][CH2:19][C:11]2[NH:12][C:13]3[C:18]([C:9](=[O:8])[C:10]=2[CH3:34])=[CH:17][CH:16]=[CH:15][CH:14]=3)[CH:26]=1 |f:1.2|. Procedure: To a solution of 4-[(2-{[4-(benzyloxy)-3-methylquinolin-2-yl]methoxy}pyridin-4-yl)oxy]-2-methyl butan-2-ol (1.33 g) in ethanol-THF (1:4, 45 mL) was added 10% palladium-activated carbon (300 mg) under nitrogen atmosphere. The mixture was placed under hydrogen atmosphere, and then stirred at room temperature for 1 hour. The catalyst was removed by filtration, and then the solvent was evaporated under reduced pressure. The resulting residue was purified by silica gel column chromatography (eluent: ... Reactants: COC(CNCC1=C(C=C(C(=C1)OC)OC)N)OC (N-(2,2-dimethoxyethyl)-2-amino-4,5-dimethoxybenzylamine), N#CBr (cyanogen bromide), Cl (hydrochloric acid). The solvent is C(C)O (ethanol). Run at time 2 hour. Product: COC=1C=C2CN3C(NC2=CC1OC)=NC=C3 (5,10-dihydro-7,8-dimethoxyimidazo-[2,1-b]quinazoline). Reaction SMILES: CO[CH:3](OC)[CH2:4][NH:5][CH2:6][C:7]1[CH:12]=[C:11]([O:13][CH3:14])[C:10]([O:15][CH3:16])=[CH:9][C:8]=1[NH2:17].[N:20]#[C:21]Br.Cl>C(O)C>[CH3:14][O:13][C:11]1[CH:12]=[C:7]2[C:8](=[CH:9][C:10]=1[O:15][CH3:16])[NH:17][C:21]1=[N:20][CH:3]=[CH:4][N:5]1[CH2:6]2. Reported procedure: 1.1 g of N-(2,2-dimethoxyethyl)-2-amino-4,5-dimethoxybenzylamine and 0.5 g of cyanogen bromide are heated under reflux over-night in 10 ml of 95% ethanol. 5 ml of 5 N hydrochloric acid are then added, and the solution is left to stand at room temperature for 2 hours. After the reaction solution is concentrated in a vacuum it is made alkaline with dilute caustic soda. The little compound is obtained in crystalline form, and is crystallised from ethyl acetate. M.p. 215°-217° (from ethanol). Reactants: CC(C)(C)C1=NC(=NC(=C1O)C(C)(C)C)C=O (4,6-bis(1,1-dimethylethyl)-5-hydroxy-2-pyrimidine carboxaldehyde), C(C)(=O)[O-].[Na+] (sodium acetate), NN1C(SCC1=O)=S (3-aminorhodanine). Solvent: C(C)(=O)O (acetic acid), C(C)O (ethanol), O (water). Conditions: time 16 hour. Yields the product CC(C)(C)C1=NC(=NC(=C1O)C(C)(C)C)C=C1C(N(C(S1)=S)N)=O (5-[[4,6-Bis(1,1-dimethylethyl)-5-hydroxy-2-pyrimidinyl]methylene]-3-amino-2-thioxo-4-thiazolidinone). Isolated yield 27.1%. As a reaction SMILES: [CH3:1][C:2]([C:5]1[C:10]([OH:11])=[C:9]([C:12]([CH3:15])([CH3:14])[CH3:13])[N:8]=[C:7]([CH:16]=O)[N:6]=1)([CH3:4])[CH3:3].C([O-])(=O)C.[Na+].[NH2:23][N:24]1[C:28](=[O:29])[CH2:27][S:26][C:25]1=[S:30]>C(O)(=O)C.C(O)C.O>[CH3:1][C:2]([C:5]1[C:10]([OH:11])=[C:9]([C:12]([CH3:14])([CH3:15])[CH3:13])[N:8]=[C:7]([CH:16]=[C:27]2[S:26][C:25](=[S:30])[N:24]([NH2:23])[C:28]2=[O:29])[N:6]=1)([CH3:3])[CH3:4] |f:1.2|. Procedure details: A mixture of 4,6-bis(1,1-dimethylethyl)-5-hydroxy-2-pyrimidine carboxaldehyde (1.00 g, 4.23 mmol), sodium acetate (1.36 g, 16.6 mmol), and 3-aminorhodanine (0.63 g, 4.3 mmol) in glacial acetic acid (15 mL), under nitrogen atmosphere, is warmed to reflux and refluxed 7 hours. This mixture is then cooled to room temperature and stirred 16 hours. After stirring, the reaction mixture is diluted with a 1:2 mixture of ethanol and water and extracted with ethyl acetate. The combined organic extracts ar... Starting materials: CC(=O)Cl, Nc1nc(C(=O)c2cccs2)c2sccc2n1, O, c1ccncc1. Product: CC(=O)Nc1nc(C(=O)c2cccs2)c2sccc2n1. RXN SMILES: [CH3:24][C:25]([Cl:26])=[O:27].[NH2:1][c:2]1[n:3][c:4]([C:11](=[O:12])[c:13]2[s:14][cH:15][cH:16][cH:17]2)[c:5]2[c:6]([n:7]1)[cH:8][cH:9][s:10]2.[OH2:28].[cH:18]1[cH:19][cH:20][n:21][cH:22][cH:23]1>>[NH:1]([c:2]1[n:3][c:4]([C:11](=[O:12])[c:13]2[s:14][cH:15][cH:16][cH:17]2)[c:5]2[c:6]([n:7]1)[cH:8][cH:9][s:10]2)[C:25]([CH3:24])=[O:27]. Starting materials: NC1=CC=C(C(=N1)C(=O)OC)OC1=NC(=CC(=N1)OC)OC (methyl 6-amino-3-[(4,6-dimethoxypyrimidin-2-yl)oxy]picolinate), C([O-])([O-])=O.[K+].[K+] (potassium carbonate), C(C)(=O)Cl (acetyl chloride). Run in CCC(=O)C (MEK). Reaction conditions: temperature 75 celsius. Product: C(C)(=O)NC1=CC=C(C(=N1)C(=O)OC)OC1=NC(=CC(=C1)OC)OC (methyl 6-(N-acetylamino)-3-[(4,6-dimethoxypyridin-2-yl)oxy]picolinate). Isolated yield 81.0%. Reaction SMILES: [NH2:1][C:2]1[N:7]=[C:6]([C:8]([O:10][CH3:11])=[O:9])[C:5]([O:12][C:13]2[N:18]=[C:17]([O:19][CH3:20])[CH:16]=[C:15]([O:21][CH3:22])N=2)=[CH:4][CH:3]=1.[C:23](=O)([O-])[O-].[K+].[K+].[C:29](Cl)(=[O:31])[CH3:30]>CCC(C)=O>[C:29]([NH:1][C:2]1[N:7]=[C:6]([C:8]([O:10][CH3:11])=[O:9])[C:5]([O:12][C:13]2[CH:23]=[C:15]([O:21][CH3:22])[CH:16]=[C:17]([O:19][CH3:20])[N:18]=2)=[CH:4][CH:3]=1)(=[O:31])[CH3:30] |f:1.2.3|. Procedure details: 318.9 g (1.04 mol) of methyl 6-amino-3-[(4,6-dimethoxypyrimidin-2-yl)oxy]picolinate and 157.6 g (1.14 mol) of potassium carbonate were dissolved in MEK, and 89.8 g (1.14 mol) of acetyl chloride was added thereto at room temperature. The mixture was refluxed under heating (75° C.) for two hours. MEK was concentrated to a half amount and then cooled. The reaction solution was poured into ice water and crystallized. Crystals thereby obtained was collected by filtration and washed with water. The cr... Starting materials: OC1=C2C=CNC2=CC=C1 (4-hydroxy-1H-indole), C([O-])([O-])=O.[K+].[K+] (potassium carbonate), [I-].[Na+] (sodium iodide), Cl.ClCCN(C)C (2-chloro-N,N-dimethylethylamine hydrochloride). The solvent is CC(CC)=O (2-butanone). Run at time 24 hour. The product is N1C=CC2=C(C=CC=C12)OCCN(C)C (2-(1H-indol-4-yloxy)ethyl dimethylamine). Isolated yield 71.9%. As a reaction SMILES: [OH:1][C:2]1[CH:10]=[CH:9][CH:8]=[C:7]2[C:3]=1[CH:4]=[CH:5][NH:6]2.C(=O)([O-])[O-].[K+].[K+].[I-].[Na+].Cl.Cl[CH2:21][CH2:22][N:23]([CH3:25])[CH3:24]>CC(=O)CC>[NH:6]1[C:7]2[C:3](=[C:2]([O:1][CH2:21][CH2:22][N:23]([CH3:25])[CH3:24])[CH:10]=[CH:9][CH:8]=2)[CH:4]=[CH:5]1 |f:1.2.3,4.5,6.7|. Reported procedure: A 100 mL round-bottomed flask equipped with magnetic stirrer and a reflux condenser was charged with 2-butanone (30 mL), 4-hydroxy-1H-indole (1.197 g, 0.009 mol), potassium carbonate (44.71 g, 0.036 mol) and sodium iodide (0.137 g, 0.0009 mol). To this mixture was added 2-chloro-N,N-dimethylethylamine hydrochloride (1.43 g, 0.010 mol). The reaction mixture was brought to reflux and stirred for 24 hours. The solvent was removed in vacuo and the resulting crude residue was dissolved in 60 mL of et...